This data is from the Open Reaction Database (ORD), a public repository of structured organic reaction records. The task is: describe an organic reaction: reactants, conditions, products, and yield The reactants are C=CC(CCC)=O (1-hexen-3-one), EtOAc hexanes, [N+](=O)([O-])C (nitromethane). Yields the product [N+](=O)([O-])CCCC(CCC)=O (1-Nitroheptan-4-one). As a reaction SMILES: [CH2:1]=[CH:2][C:3](=[O:7])[CH2:4][CH2:5][CH3:6].[N+:8]([CH3:11])([O-:10])=[O:9]>>[N+:8]([CH2:11][CH2:1][CH2:2][C:3](=[O:7])[CH2:4][CH2:5][CH3:6])([O-:10])=[O:9]. Reported procedure: To 53.4 g (544 mmol) of 1-hexen-3-one in 250 mL of methanol and 294 mL (5440 mmol) of nitromethane was added as a slow, steady stream 30 mL (136 mmol) of 25% NaOMe in methanol. The resultant yellow solution was warmed to −5° C. over 1 h, and kept between −5° C. and −10° C. for an additional 3 h. The solution was warmed to 0° C. for 1 h and was then quenched with 250 mL of saturated NH4Cl. The mixture was diluted with 200 mL brine to aid in layer separation, and extracted with ether (2×250 mL). T... Reactants: C([O-])([O-])=O.[K+].[K+] (potassium carbonate), nitrogen-substituted, BrC1=C2C=CC(C=C2C2=C1C=C1N=C3C=CC=CC3=C1C2(C)C)C2=CC=CC=C2 (7-Bromo-12,12-dimethyl-10-phenyl-10,12-dihydro-indeno[2,1-b]carbazole), C1(=CC=C(C=C1)N(C1=CC=CC=C1)C1=CC=C(C=C1)B1OC(C(O1)(C)C)(C)C)C1=CC=CC=C1 ((biphenyl-4-yl)-[4-(4,4,5,5-tetramethyl-[1,3,2]dioxaborolan-2-yl)phenyl]-phenylamine), solvent. The reagents and catalysts are C=1C=CC(=CC1)[P](C=2C=CC=CC2)(C=3C=CC=CC3)[Pd]([P](C=4C=CC=CC4)(C=5C=CC=CC5)C=6C=CC=CC6)([P](C=7C=CC=CC7)(C=8C=CC=CC8)C=9C=CC=CC9)[P](C=1C=CC=CC1)(C=1C=CC=CC1)C=1C=CC=CC1 (tetrakis(triphenylphosphine)palladium). Solvent: C1(=CC=CC=C1)C.C(C)O (toluene ethanol). Reaction conditions: temperature 73 celsius, time 8 hour. Product: C1(=CC=C(C=C1)N(C1=CC=C(C=C1)C1=C2C=CC(C=C2C2=C1C=C1N=C3C=CC=CC3=C1C2(C)C)C2=CC=CC=C2)C2=CC=CC=C2)C2=CC=CC=C2 (7-[4-{(biphenyl-4-yl)-phenylamino}-phenyl]-12,12-dimethyl-10-phenyl-10,12-dihydroindeno[2,1-b]carbazole). The yield is 116.2%. As a reaction SMILES: Br[C:2]1[C:10]2[CH:11]=[C:12]3[C:20]([C:21]([CH3:23])([CH3:22])[C:9]=2[C:8]2[C:3]=1[CH:4]=[CH:5][CH:6]([C:24]1[CH:29]=[CH:28][CH:27]=[CH:26][CH:25]=1)[CH:7]=2)=[C:19]1[C:14]([CH:15]=[CH:16][CH:17]=[CH:18]1)=[N:13]3.[C:30]1(C2C=CC=CC=2)[CH:35]=[CH:34][C:33]([N:36](C2C=CC(B3OC(C)(C)C(C)(C)O3)=CC=2)[C:37]2[CH:42]=[CH:41][CH:40]=[CH:39][CH:38]=2)=[CH:32][CH:31]=1.C(=O)([O-])[O-].[K+].[K+]>C1C=CC([P]([Pd]([P](C2C=CC=CC=2)(C2C=CC=CC=2)C2C=CC=CC=2)([P](C2C=CC=CC=2)(C2C=CC=CC=2)C2C=CC=CC=2)[P](C2C=CC=CC=2)(C2C=CC=CC=2)C2C=CC=CC=2)(C2C=CC=CC=2)C2C=CC=CC=2)=CC=1.C1(C)C=CC=CC=1.C(O)C>[C:6]1([C:24]2[CH:25]=[CH:26][CH:27]=[CH:28][CH:29]=2)[CH:7]=[CH:8][C:3]([N:36]([C:37]2[CH:38]=[CH:39][CH:40]=[CH:41][CH:42]=2)[C:33]2[CH:32]=[CH:31][C:30]([C:2]3[C:10]4[CH:11]=[C:12]5[C:20]([C:21]([CH3:23])([CH3:22])[C:9]=4[C:8]4[C:3]=3[CH:4]=[CH:5][CH:6]([C:24]3[CH:29]=[CH:28][CH:27]=[CH:26][CH:25]=3)[CH:7]=4)=[C:19]3[C:14]([CH:15]=[CH:16][CH:17]=[CH:18]3)=[N:13]5)=[CH:35][CH:34]=2)=[CH:4][CH:5]=1 |f:2.3.4,6.7,^1:73,75,94,113|. Reported procedure: 7-Bromo-12,12-dimethyl-10-phenyl-10,12-dihydro-indeno[2,1-b]carbazole synthesized in Example 1 (3.0 g), (biphenyl-4-yl)-[4-(4,4,5,5-tetramethyl-[1,3,2]dioxaborolan-2-yl)phenyl]-phenylamine (3.7 g), a toluene/ethanol (4/1, v/v) mixed solvent (50 ml), and a 2M potassium carbonate aqueous solution (10 ml) were added to a nitrogen-substituted reaction vessel and aerated with nitrogen gas for 30 min under ultrasonic irradiation. The mixture was heated after adding tetrakis(triphenylphosphine)palladiu... Reactants: ClC1=NC=CC(=C1)C(=O)O (2-chloropyridine-4-carboxylic acid), NC1=NC=C(C=C1N)[N+](=O)[O-] (2,3-diamino-5-nitropyridine). Product: ClC1=NC=CC(=C1)C1=NC=2C(=NC=C(C2)[N+](=O)[O-])N1 (2-(2-Chloro-pyridin-4-yl)-6-nitro-3H-imidazo[4,5-b]pyridine). Reaction SMILES: [Cl:1][C:2]1[CH:7]=[C:6]([C:8](O)=O)[CH:5]=[CH:4][N:3]=1.[NH2:11][C:12]1[C:17]([NH2:18])=[CH:16][C:15]([N+:19]([O-:21])=[O:20])=[CH:14][N:13]=1>>[Cl:1][C:2]1[CH:7]=[C:6]([C:8]2[NH:11][C:12]3=[N:13][CH:14]=[C:15]([N+:19]([O-:21])=[O:20])[CH:16]=[C:17]3[N:18]=2)[CH:5]=[CH:4][N:3]=1. Procedure details: was prepared as described for example 4-1, starting from 2-chloropyridine-4-carboxylic acid and 2,3-diamino-5-nitropyridine. Starting materials: C(C)(C)N(CC)C(C)C (diisopropylethylamine), C(C)(C)(C)C1=CC=C(CBr)C=C1 (p-t-butyl-benzyl bromide), C(C)(C)(C)OC([C@H](CC(C)C)NC)=O ((S)-4-Methyl-2-methylamino-pentanoic acid tert-butyl ester). The solvent is C1CCOC1 (THF). Conditions: temperature 40 celsius. Yields the product C(C)(C)(C)OC([C@H](CC(C)C)N(C)CC1=CC=C(C=C1)C(C)(C)C)=O ((S)-2-[(4-tert-Butyl-benzyl)-methyl-amino]-4-methyl-pentanoic acid tert-butyl ester). Isolated yield 50.0%. As a reaction SMILES: [C:1]([O:5][C:6](=[O:14])[C@@H:7]([NH:12][CH3:13])[CH2:8][CH:9]([CH3:11])[CH3:10])([CH3:4])([CH3:3])[CH3:2].C(N(C(C)C)CC)(C)C.[C:24]([C:28]1[CH:35]=[CH:34][C:31]([CH2:32]Br)=[CH:30][CH:29]=1)([CH3:27])([CH3:26])[CH3:25]>C1COCC1>[C:1]([O:5][C:6](=[O:14])[C@@H:7]([N:12]([CH2:32][C:31]1[CH:34]=[CH:35][C:28]([C:24]([CH3:27])([CH3:26])[CH3:25])=[CH:29][CH:30]=1)[CH3:13])[CH2:8][CH:9]([CH3:10])[CH3:11])([CH3:2])([CH3:3])[CH3:4]. Procedure: (S)-4-Methyl-2-methylamino-pentanoic acid tert-butyl ester (6 g, 29.8 mmol) was dissolved in THF (250 mL) and treated with diisopropylethylamine (7.8 mL, 44.7 mmol) and p-t-butyl-benzyl bromide (6.03 mL, 32.8 mL). The reaction was heated to 40° C. overnight, then filtered and concentrated. The residue was chromatographed on silica gel eluting with 5% EtOAc/hexanes to give 5.1 g (50%) of (S)-2-[(4-tert-Butyl-benzyl)-methyl-amino]-4-methyl-pentanoic acid tert-butyl ester.